From a dataset of the Open Reaction Database (ORD), a public repository of structured organic reaction records. describe an organic reaction: reactants, conditions, products, and yield Reactants: 20, CC=1NC(C(=C2C1C(C=1C=CC=CC12)=O)C#N)=O (3,9-dihydro-1-methyl-3,9-dioxo-2H-indeno[2,1-c]pyridine-4-carbonitrile), IC (iodomethane), C([O-])([O-])=O.[K+].[K+] (potassium carbonate), CN(C=O)C (N,N-dimethylformamide). The solvent is O (water). The product is CC=1N(C(C(=C2C1C(C=1C=CC=CC12)=O)C#N)=O)C (3,9-dihydro-1,2-dimethyl-3,9-dioxo-2H-indeno[2,1-c]-pyridine-4-carbonitrile). RXN SMILES: [CH3:1][C:2]1[NH:3][C:4](=[O:18])[C:5]([C:16]#[N:17])=[C:6]2[C:14]3[CH:13]=[CH:12][CH:11]=[CH:10][C:9]=3[C:8](=[O:15])[C:7]=12.IC.[C:21](=O)([O-])[O-].[K+].[K+].CN(C)C=O>O>[CH3:1][C:2]1[N:3]([CH3:21])[C:4](=[O:18])[C:5]([C:16]#[N:17])=[C:6]2[C:14]3[CH:13]=[CH:12][CH:11]=[CH:10][C:9]=3[C:8](=[O:15])[C:7]=12 |f:2.3.4|. Procedure: A mixture of 20 parts of 3,9-dihydro-1-methyl-3,9-dioxo-2H-indeno[2,1-c]pyridine-4-carbonitrile, 114 parts of iodomethane, 15 parts of potassium carbonate, and 475 parts of N,N-dimethylformamide is heated at 55°-60° for 2 hours, then diluted with 1500 parts of water. The precipitate which forms is filtered off, dried in air, and crystallized from a mixture of methanol and N,N-dimethylformamide to give 3,9-dihydro-1,2-dimethyl-3,9-dioxo-2H-indeno[2,1-c]-pyridine-4-carbonitrile melting at 271°-273... Starting materials: OC=1C=CC2=C(N(C(=N2)COC=2C=C(C(=O)OC)C=CC2)C)C1 (methyl 3-[(6-hydroxy-1-methyl-1H-benzimidazol-2-yl)methoxy]benzoate), C([O-])([O-])=O.[Cs+].[Cs+] (cesium carbonate), FC1=NC(=CC=C1F)F (2,3,6-trifluoropyridine), N1=CC=CC2=CC=C3C=CC=NC3=C12 (1,10-phenanthroline). The reagents and catalysts are [Cu](I)I (copper iodide). Run in CN(C)C=O (DMF). The product is FC=1C(=NC(=CC1)F)OC=1C=CC2=C(N(C(=N2)COC=2C=C(C(=O)OC)C=CC2)C)C1 (Methyl 3-({6-[(3,6-difluoropyridin-2-yl)oxy]-1-methyl-1H-benzimidazol-2-yl}methoxy)benzoate). Yield: 71.0%. As a reaction SMILES: [OH:1][C:2]1[CH:3]=[CH:4][C:5]2[N:9]=[C:8]([CH2:10][O:11][C:12]3[CH:13]=[C:14]([CH:19]=[CH:20][CH:21]=3)[C:15]([O:17][CH3:18])=[O:16])[N:7]([CH3:22])[C:6]=2[CH:23]=1.F[C:25]1[C:30]([F:31])=[CH:29][CH:28]=[C:27]([F:32])[N:26]=1.N1C2C(=CC=C3C=2N=CC=C3)C=CC=1.C(=O)([O-])[O-].[Cs+].[Cs+]>[Cu](I)I.CN(C=O)C>[F:31][C:30]1[C:25]([O:1][C:2]2[CH:3]=[CH:4][C:5]3[N:9]=[C:8]([CH2:10][O:11][C:12]4[CH:13]=[C:14]([CH:19]=[CH:20][CH:21]=4)[C:15]([O:17][CH3:18])=[O:16])[N:7]([CH3:22])[C:6]=3[CH:23]=2)=[N:26][C:27]([F:32])=[CH:28][CH:29]=1 |f:3.4.5|. Procedure: The reaction and post-treatment were carried out according to Example (1f) using methyl 3-[(6-hydroxy-1-methyl-1H-benzimidazol-2-yl)methoxy]benzoate produced in Example (1e) (3.12 g, 10.0 mmol), 2,3,6-trifluoropyridine (1.46 g, 11.0 mmol), copper iodide (0.19 g, 1.00 mmol), 1,10-phenanthroline (0.18 g, 1.00 mmol), cesium carbonate (9.77 g, 30.0 mmol) and DMF (50 mL) to obtain the title compound (3.02 g, 71%) as a white solid. Starting materials: ClC1=CC=C(C=C1)C=1N=C(OC1CCC(=O)O)N1N=C(C=C1C)C (3-[4-(4-chlorophenyl)-2-(3,5-dimethyl-1H-pyrazol-1-yl)-5-oxazolyl]propionic acid), ON1N=NC2=C1N=CC=C2 (1-hydroxy-7-aza-1H-1,2,3-benzotriazole), C(C)N=C=NCCCN(C)C (1-ethyl-3-(3-dimethylaminopropyl)carbodiimide), CN1CCC(CC1)CN1CCNCC1 (4-[(1-methyl-4-piperidinyl)methyl]piperazine). Run in CN(C=O)C (N,N-dimethylformamide), O (water). Conditions: time 8 hour. The product is ClC1=CC=C(C=C1)C=1N=C(OC1CCC(=O)N1CCN(CC1)CC1CCN(CC1)C)N1N=C(C=C1C)C (1-{3-[4-(4-chlorophenyl)-2-(3,5-dimethyl-1H-pyrazol-1-yl)-5-oxazolyl]propanoyl}-4-[(1-methyl-4-piperidinyl)methyl]piperazine). Yield: 69.7%. RXN SMILES: [Cl:1][C:2]1[CH:7]=[CH:6][C:5]([C:8]2[N:9]=[C:10]([N:18]3[C:22]([CH3:23])=[CH:21][C:20]([CH3:24])=[N:19]3)[O:11][C:12]=2[CH2:13][CH2:14][C:15](O)=[O:16])=[CH:4][CH:3]=1.ON1C2N=CC=CC=2N=N1.C(N=C=NCCCN(C)C)C.[CH3:46][N:47]1[CH2:52][CH2:51][CH:50]([CH2:53][N:54]2[CH2:59][CH2:58][NH:57][CH2:56][CH2:55]2)[CH2:49][CH2:48]1>O.CN(C)C=O>[Cl:1][C:2]1[CH:7]=[CH:6][C:5]([C:8]2[N:9]=[C:10]([N:18]3[C:22]([CH3:23])=[CH:21][C:20]([CH3:24])=[N:19]3)[O:11][C:12]=2[CH2:13][CH2:14][C:15]([N:57]2[CH2:56][CH2:55][N:54]([CH2:53][CH:50]3[CH2:51][CH2:52][N:47]([CH3:46])[CH2:48][CH2:49]3)[CH2:59][CH2:58]2)=[O:16])=[CH:4][CH:3]=1. Procedure details: A mixture of 3-[4-(4-chlorophenyl)-2-(3,5-dimethyl-1H-pyrazol-1-yl)-5-oxazolyl]propionic acid (51.5 mg), 1-hydroxy-7-aza-1H-1,2,3-benzotriazole (41 mg), 1-ethyl-3-(3-dimethylaminopropyl)carbodiimide (46 mg), 4-[(1-methyl-4-piperidinyl)methyl]piperazine (60 mg) and N,N-dimethylformamide (0.5 ml) was stirred overnight at room temperature. The reaction mixture was poured into water and extracted with ethyl acetate. The ethyl acetate layer was concentrated, introduced into preparative HPLC and purif... The reactants are ClC1=C(C=C(C=C1)[C@H]1[C@H](C[C@@H](C(O1)=O)C)C1=CC(=CC=C1)Cl)F ((3S,5R,6R)-6-(4-Chloro-3-fluorophenyl)-5-(3-chlorophenyl)-3-methyltetrahydro-2H-pyran-2-one), ClC1=C(C=C(C=C1)[C@H]1[C@H](C[C@H](C(O1)=O)C)C1=CC(=CC=C1)Cl)F ((3R,5R,6R)-6-(4-chloro-3-fluorophenyl)-5-(3-chlorophenyl)-3-methyltetrahydro-2H-pyran-2-one), C[Si](C)(C)[N-][Si](C)(C)C.[Li+] (Lithium bis(trimethylsilyl)amide), C(=O)=O.C(C)#N (dry ice acetonitrile). Run at temperature -10 celsius. The product is C(C=C)[C@@]1(C(O[C@H]([C@H](C1)C1=CC(=CC=C1)Cl)C1=CC(=C(C=C1)Cl)F)=O)C ((3S,5R,6R)-3-Allyl-6-(4-chloro-3-fluorophenyl)-5-(3-chlorophenyl)-3-methyltetrahydro-2H-pyran-2-one). RXN SMILES: [Cl:1][C:2]1[CH:7]=[CH:6][C:5]([C@@H:8]2[O:13][C:12](=[O:14])[C@@H:11]([CH3:15])[CH2:10][C@@H:9]2[C:16]2[CH:21]=[CH:20][CH:19]=[C:18]([Cl:22])[CH:17]=2)=[CH:4][C:3]=1[F:23].Cl[C:25]1C=CC([C@@H]2OC(=O)[C@H](C)C[C@@H]2C2C=CC=C(Cl)C=2)=C[C:26]=1F.[CH3:47][Si]([N-][Si](C)(C)C)(C)C.[Li+].C(=O)=O.C(#N)C>>[CH2:15]([C@@:11]1([CH3:47])[CH2:10][C@H:9]([C:16]2[CH:21]=[CH:20][CH:19]=[C:18]([Cl:22])[CH:17]=2)[C@H:8]([C:5]2[CH:6]=[CH:7][C:2]([Cl:1])=[C:3]([F:23])[CH:4]=2)[O:13][C:12]1=[O:14])[CH:25]=[CH2:26] |f:2.3,4.5|. Procedure: (3S,5R,6R)-6-(4-Chloro-3-fluorophenyl)-5-(3-chlorophenyl)-3-methyltetrahydro-2H-pyran-2-one and (3R,5R,6R)-6-(4-chloro-3-fluorophenyl)-5-(3-chlorophenyl)-3-methyltetrahydro-2H-pyran-2-one (18 g, 51.0 mmol, Example 4, Step D) was added to an oven dried 500 mL round-bottom flask. The solid was dissolved in anhydrous toluene and concentrated to remove adventitious water. 3-Bromoprop-1-ene (11.02 mL, 127 mmol, passed neat through basic alumina prior to addition) in tetrahydrofuran (200 mL) was added...